This data is from the Open Reaction Database (ORD), a public repository of structured organic reaction records. The task is: describe an organic reaction: reactants, conditions, products, and yield Starting materials: C([O-])([O-])=O.[K+].[K+] (potassium carbonate), OC=1C=C(C=CC1)C=CC1=NC2=CC=CC=C2C=C1 (2-(2-(3-hydroxyphenyl)ethenyl)quinoline), COC(CBr)=O (methylbromoacetate). Solvent: CC(=O)C (acetone). Product: N1=C(C=CC2=CC=CC=C12)C=CC=1C=C(OCC(=O)OC)C=CC1 (Methyl 2-(3-(2-(Quinolin-2-yl)ethenyl)phenoxy)acetate). As a reaction SMILES: C(=O)([O-])[O-].[K+].[K+].[OH:7][C:8]1[CH:9]=[C:10]([CH:14]=[CH:15][C:16]2[CH:25]=[CH:24][C:23]3[C:18](=[CH:19][CH:20]=[CH:21][CH:22]=3)[N:17]=2)[CH:11]=[CH:12][CH:13]=1.[CH3:26][O:27][C:28](=[O:31])[CH2:29]Br>CC(C)=O>[N:17]1[C:18]2[C:23](=[CH:22][CH:21]=[CH:20][CH:19]=2)[CH:24]=[CH:25][C:16]=1[CH:15]=[CH:14][C:10]1[CH:9]=[C:8]([CH:13]=[CH:12][CH:11]=1)[O:7][CH2:29][C:28]([O:27][CH3:26])=[O:31] |f:0.1.2|. Reported procedure: A suspension of milled potassium carbonate (0.5 g), quinoline from Step 2 (1.1 g), and methylbromoacetate (4.0 ml) in acetone (25 ml) were refluxed overnight. The reaction mixture is poured onto water, extracted with ethyl acetate dried and evaporated. Chromatography of the residue on SiO2 using 30 to 40% ether/hexane afforded the title compound: m.p. 110-112°.